From a dataset of the Open Reaction Database (ORD), a public repository of structured organic reaction records. describe an organic reaction: reactants, conditions, products, and yield The reagents and catalysts are [Br-].C[P+](C1=CC=CC=C1)(C1=CC=CC=C1)C1=CC=CC=C1 (methyltriphenylphosphonium bromide). Reported procedure: To a suspension of methyltriphenylphosphonium bromide (0.269 g, 0.752) in 3 mL THF at 0° C. was added KHMDS (0.5 M in toluene, 1.5 mL, 0.752 mmol). The mixture was warmed to ambient temperature for 1 h and N-(3-benzoylphenyl)-N-(ethylsulfonyl)pyrid-3-ylmethylamine (0.143 g, 0.376 mmol) as a solution in 3 mL THF was added via cannula. After 3 h the mixture was poured into saturated NaHCO3 solution and Extracted with EtOAc, dried over MgSO4, filtered and concentrated. The residue was chromatograph... Yields the product C1(=CC=CC=C1)C(=C)C=1C=C(C=CC1)N(S(=O)(=O)CC)CC=1C=NC=CC1 (N-(3-(1-Phenylvinyl)phenyl)-N-(ethanesulfonyl)pyrid-3-ylmethylamine). Run in C1CCOC1 (THF), C1CCOC1 (THF). RXN SMILES: C[Si]([N-][Si](C)(C)C)(C)C.[K+].[C:11]([C:19]1[CH:20]=[C:21]([N:25]([CH2:31][C:32]2[CH:33]=[N:34][CH:35]=[CH:36][CH:37]=2)[S:26]([CH2:29][CH3:30])(=[O:28])=[O:27])[CH:22]=[CH:23][CH:24]=1)(=O)[C:12]1[CH:17]=[CH:16][CH:15]=[CH:14][CH:13]=1.[C:38]([O-])(O)=O.[Na+]>[Br-].C[P+](C1C=CC=CC=1)(C1C=CC=CC=1)C1C=CC=CC=1.C1COCC1>[C:12]1([C:11]([C:19]2[CH:20]=[C:21]([N:25]([CH2:31][C:32]3[CH:33]=[N:34][CH:35]=[CH:36][CH:37]=3)[S:26]([CH2:29][CH3:30])(=[O:28])=[O:27])[CH:22]=[CH:23][CH:24]=2)=[CH2:38])[CH:17]=[CH:16][CH:15]=[CH:14][CH:13]=1 |f:0.1,3.4,5.6|. Starting materials: C(C1=CC=CC=C1)(=O)C=1C=C(C=CC1)N(S(=O)(=O)CC)CC=1C=NC=CC1 (N-(3-benzoylphenyl)-N-(ethylsulfonyl)pyrid-3-ylmethylamine), C[Si](C)(C)[N-][Si](C)(C)C.[K+] (KHMDS), C(=O)(O)[O-].[Na+] (NaHCO3).